From a dataset of the Open Reaction Database (ORD), a public repository of structured organic reaction records. describe an organic reaction: reactants, conditions, products, and yield Reactants: S1C(SC2=C1C=CC=C2)=NCCCC(=O)OCC (4-[(1,3-Benzodithiol-2-ylidene)amino]butanoic acid, ethyl ester), [OH-].[Na+] (sodium hydroxide), C(C)O (ethanol). Product: S1C(SC2=C1C=CC=C2)=NC(C(=O)O)CC ([(1,3-Benzodithiol-2-ylidene)amino]butanoic acid). As a reaction SMILES: [S:1]1[C:5]2[CH:6]=[CH:7][CH:8]=[CH:9][C:4]=2[S:3][C:2]1=[N:10][CH2:11][CH2:12][CH2:13]C(OCC)=O.[OH-:19].[Na+].[CH2:21]([OH:23])C>>[S:3]1[C:4]2[CH:9]=[CH:8][CH:7]=[CH:6][C:5]=2[S:1][C:2]1=[N:10][CH:11]([CH2:12][CH3:13])[C:21]([OH:23])=[O:19] |f:1.2|. Reported procedure: A solution of 4-[(1,3-benzodithiol-2-ylidene)amino]butanoic acid, ethyl ester (3g, prepared as described in Example 5) and sodium hydroxide (427 mg) in 80% aqueous ethanol (50 ml) is stirred at room temperature for seven days. The reaction mixture is concentrated in vacuo and the residue triturated with two 50 ml portions of hot benzene. The solid residue is dissolved in 100 ml of water, filtered through Celite, and the filtrate treated with 10% hydrochloric acid until the pH is 4. The solid pre... The reactants are C(CCC)[Li] (n-butyl lithium), BrC=1C=C(N(C)C(=O)OC(C)(C)C)C=CC1 (3-Bromo-N-tert-butoxycarbonyl-N-methylaniline), S(=O)(=O)(Cl)Cl (sulfuryl chloride). The solvent is C1CCOC1 (THF). Reaction conditions: temperature -78 celsius, time 15 minute. Product: C(C)(C)(C)OC(=O)N(C1=CC(=CC=C1)S(=O)(=O)Cl)C (N-tert-Butoxycarbonyl-3-chlorosulfonyl-N-methylaniline). As a reaction SMILES: Br[C:2]1[CH:3]=[C:4]([CH:14]=[CH:15][CH:16]=1)[N:5]([C:7]([O:9][C:10]([CH3:13])([CH3:12])[CH3:11])=[O:8])[CH3:6].C([Li])CCC.[S:22](Cl)([Cl:25])(=[O:24])=[O:23]>C1COCC1>[C:10]([O:9][C:7]([N:5]([CH3:6])[C:4]1[CH:14]=[CH:15][CH:16]=[C:2]([S:22]([Cl:25])(=[O:24])=[O:23])[CH:3]=1)=[O:8])([CH3:13])([CH3:12])[CH3:11]. Procedure: 3-Bromo-N-tert-butoxycarbonyl-N-methylaniline (0.358 g, 1.2 mmol) was dissolved in freshly distilled THF (5 ml) under a N2 atmosphere. The solution was chilled to −78° C. and n-butyl lithium (0.750 ml, 2.0 M solution in cyclohexane, 1.5 mmol) was added. After 15 minutes, sulfuryl chloride (0.121 ml, 1.5 mmol) was added and the reaction was allowed to warm to room temperature and stirring was continued overnight. THF was removed by evaporation and the resulting residue was diluted in EtOAc. Organ...